From a dataset of the Open Reaction Database (ORD), a public repository of structured organic reaction records. describe an organic reaction: reactants, conditions, products, and yield Reactants: dichloride, C(CC)[C@@H]1CC[C@H](CC1)C#CC1=CC=CC=C1 (Trans-4-propylcyclohexylphenylacetylene), C(#CC)C1=CC=C(C=C1)I (4-(1-propynyl)iodobenzene). The reagents and catalysts are [Cu](I)I (copper iodide). The solvent is C(C)NCC (diethylamine). The product is C(CC)[C@@H]1CC[C@H](CC1)C1=CC=C(C=C1)C#CC1=CC=C(C=C1)CCC (4-(trans-4-propylcyclohexyl)-4'-(1-propyl)tolan). As a reaction SMILES: [CH2:1]([C@H:4]1[CH2:9][CH2:8][C@H:7]([C:10]#[C:11][C:12]2[CH:17]=[CH:16][CH:15]=[CH:14][CH:13]=2)[CH2:6][CH2:5]1)[CH2:2][CH3:3].[C:18]([C:21]1[CH:26]=[CH:25][C:24](I)=[CH:23][CH:22]=1)#[C:19][CH3:20]>C(NCC)C.[Cu](I)I>[CH2:18]([C@H:21]1[CH2:26][CH2:25][C@H:24]([C:15]2[CH:16]=[CH:17][C:12]([C:11]#[C:10][C:7]3[CH:6]=[CH:5][C:4]([CH2:1][CH2:2][CH3:3])=[CH:9][CH:8]=3)=[CH:13][CH:14]=2)[CH2:23][CH2:22]1)[CH2:19][CH3:20]. Procedure details: Trans-4-propylcyclohexylphenylacetylene (2.3 g, 0.01 mol) and 4-(1-propynyl)iodobenzene (2.4 g, 0.01 mol) were dissolved in diethylamine (20 ml), and then copper iodide (0.11 g, 0.15 mmol) and dichlorobistriphenylphosphinepalladium dichloride (0.21 g, 0.3 mmol) were added. The resulting mixture was subjected to reaction and purification operation in the same manner as in Example 1 to obtain the objective 4-(trans-4-propylcyclohexyl)-4'-(1-propyl)tolan (compound No. 57) (1.8 g). (CS point: 118.9°... Starting materials: C, Cn1c(C(F)(F)F)cc(=O)n(-c2cc(Oc3cnccc3OCc3ccccc3)c(Cl)cc2F)c1=O, CCOC(C)=O, [Pd]. The product is Cn1c(C(F)(F)F)cc(=O)n(-c2cc(Oc3cnccc3O)c(Cl)cc2F)c1=O. Reaction SMILES: [C:37].[CH2:1]([c:2]1[cH:3][cH:4][cH:5][cH:6][cH:7]1)[O:8][c:9]1[c:10]([O:15][c:16]2[c:17]([Cl:36])[cH:18][c:19]([F:35])[c:20](-[n:22]3[c:23](=[O:34])[n:24]([CH3:33])[c:25]([C:29]([F:30])([F:31])[F:32])[cH:26][c:27]3=[O:28])[cH:21]2)[cH:11][n:12][cH:13][cH:14]1.[CH3:39][CH2:40][O:41][C:42](=[O:43])[CH3:44].[Pd:38]>>[OH:8][c:9]1[c:10]([O:15][c:16]2[c:17]([Cl:36])[cH:18][c:19]([F:35])[c:20](-[n:22]3[c:23](=[O:34])[n:24]([CH3:33])[c:25]([C:29]([F:30])([F:31])[F:32])[cH:26][c:27]3=[O:28])[cH:21]2)[cH:11][n:12][cH:13][cH:14]1. The reactants are ClCC1CO1, OCC1CCCN1. The product is ClCC1CN2CCCC2CO1. RXN SMILES: [Cl:8][CH2:9][CH:10]1[CH2:11][O:12]1.[NH:1]1[CH:2]([CH2:3][OH:4])[CH2:5][CH2:6][CH2:7]1>>[N:1]12[CH:2]([CH2:3][O:4][CH:10]([CH2:9][Cl:8])[CH2:11]1)[CH2:5][CH2:6][CH2:7]2. Starting materials: ice water, C[O-].[Na+] (sodium methoxide), [Na] (sodium), C(C(=O)C)(=O)OC (methyl pyruvate), S(CC(=O)OC)CC(=O)OC (dimethyl thiodiacetate). Run in CO (methanol), CO (methanol). Run at time 2 day. Product: OC1=C(SC(=C1C)C(=O)OC)C(=O)OC (Dimethyl 3-hydroxy-4-methyl-2,5-thiophene dicarboxylate). Reaction SMILES: C[O-].[Na+].[Na].[C:5](OC)(=[O:9])[C:6]([CH3:8])=O.[S:12]([CH2:18][C:19]([O:21][CH3:22])=[O:20])[CH2:13][C:14]([O:16][CH3:17])=[O:15]>CO>[OH:9][C:5]1[C:6]([CH3:8])=[C:13]([C:14]([O:16][CH3:17])=[O:15])[S:12][C:18]=1[C:19]([O:21][CH3:22])=[O:20] |f:0.1,^1:3|. Procedure: To a solution of sodium methoxide from sodium (5.4 g) in methanol (100 ml) was added a solution of methyl pyruvate (24 g) and dimethyl thiodiacetate (41.83 g) in methanol (50 ml). The reaction was stirred at room temperature for 2 days, and then added to ice water (500 ml). After neutralization with 5N HCl and extraction with chloroform, the organics were washed with brine, dried over anhydrous magnesium sulphate, filtered and the solvent evaporated to give a solid, m.p 95°-97° ex methanol. Reactants: BrC1=C(C=C(C=C1)C=1C(=CC(=CC1)OC)N)OC (4′-bromo-3′,4-dimethoxybiphenyl-2-amine), BrC1=CC=C(C2=CC=CC=C12)\N=C(/CC(=O)OCC)\OCC (ethyl (3E)-3-[(4-bromo-1-naphthyl)imino]-3-ethoxypropanoate). Run in C1=CC=C(C=C1)C2=CC=CC=C2.C1=CC=C(C=C1)OC2=CC=CC=C2 (DOWTHERM A), hexanes, C1=CC=C(C=C1)C2=CC=CC=C2.C1=CC=C(C=C1)OC2=CC=CC=C2 (DOWTHERM A). Yields the product BrC=1C=C2C(=CC(=NC2=C2C1C=CC=C2)OCC)O (6-bromo-2-ethoxybenzo[h]quinolin-4-ol). Reaction SMILES: BrC1C=CC(C2C(N)=CC(OC)=CC=2)=CC=1OC.[Br:19][C:20]1[C:29]2[C:24](=[CH:25][CH:26]=[CH:27][CH:28]=2)[C:23](/[N:30]=[C:31](/[O:38][CH2:39][CH3:40])\[CH2:32][C:33]([O:35]CC)=O)=[CH:22][CH:21]=1>C1C=CC(C2C=CC=CC=2)=CC=1.C1C=CC(OC2C=CC=CC=2)=CC=1>[Br:19][C:20]1[CH:21]=[C:22]2[C:23](=[C:24]3[CH:25]=[CH:26][CH:27]=[CH:28][C:29]=13)[N:30]=[C:31]([O:38][CH2:39][CH3:40])[CH:32]=[C:33]2[OH:35] |f:2.3|. Reported procedure: To refluxing DOWTHERM A (50 mL) was added the product from Step 2, ethyl (3E)-3-[(4-bromo-1-naphthyl)imino]-3-ethoxypropanoate (5.61 g, 15.4 mmol) in DOWTHERM A (5 mL). The mixture was then heated at this temperature for 5 min, and then cooled to r.t. The mixture was then diluted with hexanes and the resulting solid was removed by filtration. The solid was washed with additional hexanes to yield the title compound as a brown solid. LRMS (M+H)+=318.1. Starting materials: C(C1=CC=CC=C1)(=O)NC(=S)NC1=NC=C(C(=C1)OC=1C(=NC=CC1)C)Br (1-Benzoyl-3-(5-bromo-4-(2-methylpyridin-3-yloxy)pyridin-2-yl)thiourea), C([O-])([O-])=O.[K+].[K+] (potassium carbonate). The solvent is C(C)O (ethanol). Reaction conditions: temperature 40 celsius, time 5 hour. The product is BrC=1C(=CC(=NC1)NC(=S)N)OC=1C(=NC=CC1)C (1-(5-Bromo-4-(2-methylpyridin-3-yloxy)pyridin-2-yl)thiourea). Isolated yield 73.9%. Reaction SMILES: C([NH:9][C:10]([NH:12][C:13]1[CH:18]=[C:17]([O:19][C:20]2[C:21]([CH3:26])=[N:22][CH:23]=[CH:24][CH:25]=2)[C:16]([Br:27])=[CH:15][N:14]=1)=[S:11])(=O)C1C=CC=CC=1.C(=O)([O-])[O-].[K+].[K+]>C(O)C>[Br:27][C:16]1[C:17]([O:19][C:20]2[C:21]([CH3:26])=[N:22][CH:23]=[CH:24][CH:25]=2)=[CH:18][C:13]([NH:12][C:10]([NH2:9])=[S:11])=[N:14][CH:15]=1 |f:1.2.3|. Reported procedure: 1-Benzoyl-3-(5-bromo-4-(2-methylpyridin-3-yloxy)pyridin-2-yl)thiourea (2.8 g, 6.3 mmol) and potassium carbonate (0.57 mL, 9.5 mmol) were diluted in ethanol (50 mL). The reaction was stirred at 40° C. for 5 hours, then concentrated and purified using silica gel column chromatography (eluting with ethyl acetate) to give the title compound (1.58 g, 74% yield) as light yellow solid. The reactants are CO, C=C1C2=CC(=O)CC(C)C2(C)C2CCC3(C)C(=O)C(F)CC3C2C1C, [Na+], [OH-], O, OO. The product is C=C1C(C)C2C3CC(F)C(=O)C3(C)CCC2C2(C)C(C)CC(=O)C3OC132. RXN SMILES: [CH3:31][OH:32].[F:1][CH:2]1[C:3](=[O:25])[C:4]2([CH3:5])[CH:6]([CH2:7]1)[CH:8]1[CH:9]([CH3:24])[C:10](=[CH2:23])[C:11]3=[CH:12][C:13](=[O:22])[CH2:14][CH:15]([CH3:21])[C:16]3([CH3:17])[CH:18]1[CH2:19][CH2:20]2.[Na+:29].[OH-:28].[OH2:30].[OH:26][OH:27]>>[F:1][CH:2]1[C:3](=[O:25])[C:4]2([CH3:5])[CH:6]([CH2:7]1)[CH:8]1[CH:9]([CH3:24])[C:10](=[CH2:23])[C:11]34[CH:12]([C:13](=[O:22])[CH2:14][CH:15]([CH3:21])[C:16]3([CH3:17])[CH:18]1[CH2:19][CH2:20]2)[O:26]4.